From a dataset of the Open Reaction Database (ORD), a public repository of structured organic reaction records. describe an organic reaction: reactants, conditions, products, and yield Starting materials: CC(C)(C)c1ccc2c(c1)C(=O)C(Br)C2, Br, CN=C1SC2Cc3ccc(C(C)(C)C)cc3C2(O)N1C, CNC(=S)NC, CC(C)=O. Product: Br, CN=C1SC2Cc3ccc(C(C)(C)C)cc3C2(O)N1C. Reaction SMILES: [Br:22][CH:23]1[CH2:24][c:25]2[c:26]([cH:27][c:28]([C:29]([CH3:30])([CH3:31])[CH3:32])[cH:33][cH:34]2)[C:35]1=[O:36].[BrH:1].[C:2]([CH3:3])([CH3:4])([CH3:5])[c:6]1[cH:7][cH:8][c:9]2[c:19]([cH:20]1)[C:12]1([OH:21])[CH:11]([CH2:10]2)[S:15][C:14](=[N:16][CH3:17])[N:13]1[CH3:18].[CH3:37][NH:38][C:39]([NH:40][CH3:41])=[S:42].[CH3:43][C:44](=[O:45])[CH3:46]>>[BrH:22].[C:2]([CH3:3])([CH3:4])([CH3:5])[c:6]1[cH:7][cH:8][c:9]2[c:19]([cH:20]1)[C:12]1([OH:21])[CH:11]([CH2:10]2)[S:15][C:14](=[N:16][CH3:17])[N:13]1[CH3:18]. Yields the product CC(=O)c1cccc(-n2ccnc2)c1. Reaction SMILES: [Br:1][c:2]1[cH:3][c:4]([C:8]([CH3:9])=[O:10])[cH:5][cH:6][cH:7]1.[C:16](=[O:17])([O-:18])[O-:19].[K+:20].[K+:21].[cH:22]1[cH:23][cH:24][n:25][cH:26][cH:27]1.[nH:11]1[cH:12][n:13][cH:14][cH:15]1>>[c:2]1(-[n:11]2[cH:12][n:13][cH:14][cH:15]2)[cH:3][c:4]([C:8]([CH3:9])=[O:10])[cH:5][cH:6][cH:7]1. Reactants: CC(=O)c1cccc(Br)c1, O=C([O-])[O-], [K+], [K+], c1ccncc1, c1c[nH]cn1. Reactants: NC1=C(C(C2=C(C=CC=C2)F)=NN)C=C(C=C1)Cl (2-amino-2'-fluoro-5-chlorobenzophenone hydrazone), [OH-].[K+] (potassium hydroxide). Solvent: C(COCCO)O (diethylene glycol). Product: FC1=C(CC2=C(N)C=CC(=C2)Cl)C=CC=C1 (2-(0-fluorobenzyl)-4-chloroaniline). As a reaction SMILES: [NH2:1][C:2]1[CH:17]=[CH:16][C:15]([Cl:18])=[CH:14][C:3]=1[C:4](=NN)[C:5]1[CH:10]=[CH:9][CH:8]=[CH:7][C:6]=1[F:11].[OH-].[K+]>C(O)COCCO>[F:11][C:6]1[CH:7]=[CH:8][CH:9]=[CH:10][C:5]=1[CH2:4][C:3]1[CH:14]=[C:15]([Cl:18])[CH:16]=[CH:17][C:2]=1[NH2:1] |f:1.2|. Procedure: In the manner given in Preparation 11, 2-amino-2'-fluoro-5-chlorobenzophenone hydrazone is refluxed with potassium hydroxide in diethylene glycol to give 2-(0-fluorobenzyl)-4-chloroaniline. RXN SMILES: [CH3:1][C:2]1[CH:3]=[CH:4][N:5]2[C:10]=1[C:9](=[O:11])[N:8]([C:12]1[CH:17]=[CH:16][CH:15]=[CH:14][CH:13]=1)[C:7]([C@@H:18]([NH:20][C:21]1[C:22]3[C:29]([C:30]4[CH:38]=[C:37]([NH:39][S:40]([NH2:43])(=[O:42])=[O:41])[CH:36]=[C:35]5[C:31]=4[CH:32]=[CH:33][NH:34]5)=[CH:28][N:27](COCC[Si](C)(C)C)[C:23]=3[N:24]=[CH:25][N:26]=1)[CH3:19])=[N:6]2.FC(F)(F)C(O)=O.N>>[CH3:1][C:2]1[CH:3]=[CH:4][N:5]2[C:10]=1[C:9](=[O:11])[N:8]([C:12]1[CH:17]=[CH:16][CH:15]=[CH:14][CH:13]=1)[C:7]([C@@H:18]([NH:20][C:21]1[C:22]3[C:29]([C:30]4[CH:38]=[C:37]([NH:39][S:40]([NH2:43])(=[O:42])=[O:41])[CH:36]=[C:35]5[C:31]=4[CH:32]=[CH:33][NH:34]5)=[CH:28][NH:27][C:23]=3[N:24]=[CH:25][N:26]=1)[CH3:19])=[N:6]2. Yield: 80.0%. The product is CC=1C=CN2N=C(N(C(C21)=O)C2=CC=CC=C2)[C@H](C)NC=2C1=C(N=CN2)NC=C1C1=C2C=CNC2=CC(=C1)NS(=O)(=O)N (N-[4-(4-{[(1S)-1-(5-Methyl-4-oxo-3-phenyl-3,4-dihydropyrrolo[2,1-f][1,2,4]triazin-2-yl)ethyl]amino}-7H-pyrrolo[2,3-d]pyrimidin-5-yl)-1H-indol-6-yl]sulfamide). Procedure details: N-[4-(4-{[(1S)-1-(5-Methyl-4-oxo-3-phenyl-3,4-dihydropyrrolo[2,1-f][1,2,4]triazin-2-yl)ethyl]amino}-7-{[2-(trimethylsilyl)ethoxy]methyl}-7H-pyrrolo[2,3-d]pyrimidin-5-yl)-1H-indol-6-yl]sulfamide (48 mg, 0.06 mmol) was treated with trifluoroacetic acid (1.0 ml, 12.98 mmol) and a solution of ammonia (7N in methanol, 5.0 ml, 35.0 mmol) according to the method described in Example 27. The title compound was obtained (33 mg, 80% yield) without further purification. Reactants: CC=1C=CN2N=C(N(C(C21)=O)C2=CC=CC=C2)[C@H](C)NC=2C1=C(N=CN2)N(C=C1C1=C2C=CNC2=CC(=C1)NS(=O)(=O)N)COCC[Si](C)(C)C (N-[4-(4-{[(1S)-1-(5-Methyl-4-oxo-3-phenyl-3,4-dihydropyrrolo[2,1-f][1,2,4]triazin-2-yl)ethyl]amino}-7-{[2-(trimethylsilyl)ethoxy]methyl}-7H-pyrrolo[2,3-d]pyrimidin-5-yl)-1H-indol-6-yl]sulfamide), FC(C(=O)O)(F)F (trifluoroacetic acid), N (ammonia). Run in CN(C)C=O (DMF). Product: CN(\C=C\C1=CC=C2C=CC=NC2=C1[N+](=O)[O-])C (Dimethyl-[(E)-2-(8-nitro-quinolin-7-yl)-vinyl]-amine). Reaction SMILES: [CH3:1][C:2]1[C:11]([N+:12]([O-:14])=[O:13])=[C:10]2[C:5]([CH:6]=[CH:7][CH:8]=[N:9]2)=[CH:4][CH:3]=1.CO[CH:17](OC)[N:18]([CH3:20])[CH3:19].O>CN(C=O)C>[CH3:17][N:18]([CH3:20])/[CH:19]=[CH:1]/[C:2]1[C:11]([N+:12]([O-:14])=[O:13])=[C:10]2[C:5]([CH:6]=[CH:7][CH:8]=[N:9]2)=[CH:4][CH:3]=1. Procedure details: A solution of 7-methyl-8-nitroquinoline (6 g, 31.9 mmol) and 1,1-dimethoxy-N,N-dimethylmethanamine (4.27 ml, 31.9 mmol) in DMF (15 ml) was heated at 140° C., under nitrogen, for 16 h. After cooling to room temperature, water (15 ml) was added and the resulting precipitate was collected by filtration, washed with EtOAc and dried to give the title compound (4.4 g, 57%). The compound could not be detected by HPLCMS therefore structure was confirmed by 1H NMR. The yield is 56.7%. Reactants: CC1=CC=C2C=CC=NC2=C1[N+](=O)[O-] (7-methyl-8-nitroquinoline), COC(N(C)C)OC (1,1-dimethoxy-N,N-dimethylmethanamine), O (water). The product is O=S(=O)(Nc1nc(-c2sccc2Cl)cs1)c1c(Cl)cccc1Cl. Starting materials: O=S(=O)(Cl)c1c(Cl)cccc1Cl, Nc1nc(-c2sccc2Cl)cs1. As a reaction SMILES: [Cl:13][c:14]1[c:15]([S:21](=[O:22])(=[O:23])[Cl:24])[c:16]([Cl:20])[cH:17][cH:18][cH:19]1.[Cl:1][c:2]1[c:3](-[c:7]2[n:8][c:9]([NH2:12])[s:10][cH:11]2)[s:4][cH:5][cH:6]1>>[Cl:1][c:2]1[c:3](-[c:7]2[n:8][c:9]([NH:12][S:21]([c:15]3[c:14]([Cl:13])[cH:19][cH:18][cH:17][c:16]3[Cl:20])(=[O:22])=[O:23])[s:10][cH:11]2)[s:4][cH:5][cH:6]1. Starting materials: C1(CCC1)NC(=O)[C@H]1N(CCC1)C(COC1=CC(=NN1C1=CC=CC=C1)C(=O)O)=O (5-[2-((S)-2-Cyclobutylcarbamoyl-pyrrolidin-1-yl)-2-oxo-ethoxy]-1-phenyl-1H-pyrazole-3-carboxylic acid), C=1C=CC2=C(C1)N=NN2O (HOBt), CCN(C(C)C)C(C)C (DIPEA), N[C@H](C)C(=O)OC(C)(C)C (D-Ala-OtBu), Cl (HCl). Solvent: CN(C)C=O (DMF), C(CCl)Cl (EDC). Conditions: time 12 hour. Product: C(C)(C)(C)OC([C@@H](C)NC(=O)C1=NN(C(=C1)OCC(=O)N1[C@@H](CCC1)C(NC1CCC1)=O)C1=CC=CC=C1)=O ((R)-2-({5-[2-((S)-2-Cyclobutylcarbamoyl-pyrrolidin-1-yl)-2-oxo-ethoxy]-1-phenyl-1H-pyrazole-3-carbonyl}-amino)-propionic acid tert-butyl ester). RXN SMILES: [CH:1]1([NH:5][C:6]([C@@H:8]2[CH2:12][CH2:11][CH2:10][N:9]2[C:13](=[O:30])[CH2:14][O:15][C:16]2[N:20]([C:21]3[CH:26]=[CH:25][CH:24]=[CH:23][CH:22]=3)[N:19]=[C:18]([C:27](O)=[O:28])[CH:17]=2)=[O:7])[CH2:4][CH2:3][CH2:2]1.C1C=CC2N(O)N=NC=2C=1.CCN(C(C)C)C(C)C.[NH2:50][C@@H:51]([C:53]([O:55][C:56]([CH3:59])([CH3:58])[CH3:57])=[O:54])[CH3:52].Cl>CN(C=O)C.C(Cl)CCl>[C:56]([O:55][C:53](=[O:54])[C@H:51]([NH:50][C:27]([C:18]1[CH:17]=[C:16]([O:15][CH2:14][C:13]([N:9]2[CH2:10][CH2:11][CH2:12][C@H:8]2[C:6](=[O:7])[NH:5][CH:1]2[CH2:4][CH2:3][CH2:2]2)=[O:30])[N:20]([C:21]2[CH:22]=[CH:23][CH:24]=[CH:25][CH:26]=2)[N:19]=1)=[O:28])[CH3:52])([CH3:59])([CH3:58])[CH3:57]. Procedure details: To a solution of 500 mg 5-[2-((S)-2-Cyclobutylcarbamoyl-pyrrolidin-1-yl)-2-oxo-ethoxy]-1-phenyl-1H-pyrazole-3-carboxylic acid in 5 ml DMF were added 186 mg HOBt, 232 mg EDC, 0.50 ml DIPEA and 220 mg D-Ala-OtBu×HCl. After stirring for 12 h it was concentrated and the residue dissolved in ethyl acetate. It was extracted with aqueous LiCl (4% w/w), aqueous NaHCO3 and 0.1 M HCl. The organic layer was dried over MgSO4 and concentrated to furnish the crude coupling product as colorless oil. The reactants are Cc1ccc(S(=O)(=O)OCCc2ccc3[nH]cc(S(=O)(=O)c4ccccc4)c3c2)cc1, [N-]=[N+]=[N-], [Na+], CN(C)C=O. The product is [N-]=[N+]=NCCc1ccc2[nH]cc(S(=O)(=O)c3ccccc3)c2c1. RXN SMILES: [CH3:1][c:2]1[cH:3][cH:4][c:5]([S:6]([O:7][CH2:12][CH2:13][c:14]2[cH:15][c:16]3[c:17]([S:23](=[O:24])(=[O:25])[c:26]4[cH:27][cH:28][cH:29][cH:30][cH:31]4)[cH:18][nH:19][c:20]3[cH:21][cH:22]2)(=[O:8])=[O:9])[cH:10][cH:11]1.[N-:33]=[N+:34]=[N-:35].[Na+:32].[O:36]=[CH:37][N:38]([CH3:39])[CH3:40]>>[CH2:12]([CH2:13][c:14]1[cH:15][c:16]2[c:17]([S:23](=[O:24])(=[O:25])[c:26]3[cH:27][cH:28][cH:29][cH:30][cH:31]3)[cH:18][nH:19][c:20]2[cH:21][cH:22]1)[N:33]=[N+:34]=[N-:35].